describe an organic reaction: reactants, conditions, products, and yield From a dataset of the Open Reaction Database (ORD), a public repository of structured organic reaction records. Starting materials: ClC=1C=C(C=CC1F)NC1=NC=NC2=CC(=C(C=C12)[N+](=O)[O-])OCCOC (N-(3-chloro-4-fluoro-phenyl)-7-(2-methoxyethoxy)-6-nitro-quinazolin-4-amine). The reagents and catalysts are [Fe] (iron). The solvent is C(C)(=O)O (acetic acid). The product is ClC=1C=C(C=CC1F)NC1=NC=NC2=CC(=C(C=C12)N)OCCOC (N4-(3-chloro-4-fluoro-phenyl)-7-(2-methoxyethoxy)quinazoline-4,6-diamine). The yield is 55.1%. As a reaction SMILES: [Cl:1][C:2]1[CH:3]=[C:4]([NH:9][C:10]2[C:19]3[C:14](=[CH:15][C:16]([O:23][CH2:24][CH2:25][O:26][CH3:27])=[C:17]([N+:20]([O-])=O)[CH:18]=3)[N:13]=[CH:12][N:11]=2)[CH:5]=[CH:6][C:7]=1[F:8]>C(O)(=O)C.[Fe]>[Cl:1][C:2]1[CH:3]=[C:4]([NH:9][C:10]2[C:19]3[C:14](=[CH:15][C:16]([O:23][CH2:24][CH2:25][O:26][CH3:27])=[C:17]([NH2:20])[CH:18]=3)[N:13]=[CH:12][N:11]=2)[CH:5]=[CH:6][C:7]=1[F:8]. Procedure details: N-(3-Chloro-4-fluoro-phenyl)-7-(2-methoxyethoxy)-6-nitro-quinazolin-4-amine 8b (392 mg, 1 mmol) and iron powder (392 mg, 7 mmol) were dissolved in 20 mL of acetic acid. The reaction mixture was heated to reflux for 4 hours, concentrated under reduced pressure. The residue was added with 100 mL of saturated sodium bicarbonate, extracted with dichloromethane (100 mL×3). The combined organic extracts were washed with saturated brine (50 mL×2), dried over anhydrous sodium sulfate, filtered and conce... Reactants: C1(=CC=CC=C1)S(=O)(=O)C(C1=CC(C(=C(O1)C(=O)O)OCC1=CC=CC=C1)=O)N (6-(benzene sulfonyl amino-methyl)-3-benzyloxy-4-oxo-4H-pyran-2-carboxylic acid), CN (methylamine). Run in CO (MeOH). Reaction conditions: time 6 hour. Product: C1(=CC=CC=C1)S(=O)(=O)C(C1=CC(C(=C(N1C)C(=O)O)OCC1=CC=CC=C1)=O)N (6-(benzene sulfonyl amino-methyl)-3-benzyloxy-1-methyl-4-oxo-1,4-dihydro-pyridine-2-carboxylic acid). Isolated yield 65.1%. RXN SMILES: [C:1]1([S:7]([CH:10]([NH2:29])[C:11]2O[C:15]([C:17]([OH:19])=[O:18])=[C:14]([O:20][CH2:21][C:22]3[CH:27]=[CH:26][CH:25]=[CH:24][CH:23]=3)[C:13](=[O:28])[CH:12]=2)(=[O:9])=[O:8])[CH:6]=[CH:5][CH:4]=[CH:3][CH:2]=1.[CH3:30][NH2:31]>CO>[C:1]1([S:7]([CH:10]([NH2:29])[C:11]2[N:31]([CH3:30])[C:15]([C:17]([OH:19])=[O:18])=[C:14]([O:20][CH2:21][C:22]3[CH:27]=[CH:26][CH:25]=[CH:24][CH:23]=3)[C:13](=[O:28])[CH:12]=2)(=[O:9])=[O:8])[CH:6]=[CH:5][CH:4]=[CH:3][CH:2]=1. Procedure: To a stirred solution of 6-(benzene sulfonyl amino-methyl)-3-benzyloxy-4-oxo-4H-pyran-2-carboxylic acid (12-01) (640.0 mg, 1.54 mmol) in MeOH (5.0 mL) was added methylamine (2 M in methanol, 2.0 mL) at room temperature and the mixture was stirred for 6 h at room temperature. After completion of the reaction, the solvent was removed under reduced pressure to get the crude compound. It was then purified using normal column chromatography to get 6-(benzene sulfonyl amino-methyl)-3-benzyloxy-1-methy...